From a dataset of the Open Reaction Database (ORD), a public repository of structured organic reaction records. describe an organic reaction: reactants, conditions, products, and yield The reactants are [N+](=O)([O-])C=1C=NC2=CC(=CC=C2C1NCC(C)(N)C)C1=CC=CC=C1 (N1-(3-nitro-7-phenylquinolin-4-yl)-2-methylpropane-1,2-diamine), C1(CCCCC1)N=C=O (Cyclohexyl isocyanate). Run in ClCCl (dichloromethane). Reaction conditions: time 3 day. Yields the product C1(CCCCC1)NC(=O)NC(CNC1=C(C=NC2=CC(=CC=C12)C1=CC=CC=C1)[N+](=O)[O-])(C)C (N-cyclohexyl-N′-[1,1-dimethyl-2-(3-nitro-7-phenylquinolin-4-ylamino)ethyl]urea). Reaction SMILES: [N+:1]([C:4]1[CH:5]=[N:6][C:7]2[C:12]([C:13]=1[NH:14][CH2:15][C:16]([CH3:19])([NH2:18])[CH3:17])=[CH:11][CH:10]=[C:9]([C:20]1[CH:25]=[CH:24][CH:23]=[CH:22][CH:21]=1)[CH:8]=2)([O-:3])=[O:2].[CH:26]1([N:32]=[C:33]=[O:34])[CH2:31][CH2:30][CH2:29][CH2:28][CH2:27]1>ClCCl>[CH:26]1([NH:32][C:33]([NH:18][C:16]([CH3:19])([CH3:17])[CH2:15][NH:14][C:13]2[C:12]3[C:7](=[CH:8][C:9]([C:20]4[CH:21]=[CH:22][CH:23]=[CH:24][CH:25]=4)=[CH:10][CH:11]=3)[N:6]=[CH:5][C:4]=2[N+:1]([O-:3])=[O:2])=[O:34])[CH2:31][CH2:30][CH2:29][CH2:28][CH2:27]1. Reported procedure: A solution of N1-(3-nitro-7-phenylquinolin-4-yl)-2-methylpropane-1,2-diamine (3.56 g, 10.6 mmol) in dichloromethane (100 mL) was cooled to 0° C. Cyclohexyl isocyanate (3.00 mL, 23.5 mmol) was added over the course of a day, and the reaction was stirred at ambient temperature for three days. The solvent was removed under reduced pressure. Xylenes (3 cx 100 mL) were added and removed under reduced pressure to provide N-cyclohexyl-N′-[1,1-dimethyl-2-(3-nitro-7-phenylquinolin-4-ylamino)ethyl]urea as... The reactants are Cl.ClCC1=NC=CC(=C1)OC (2-chloromethyl-4-methoxypyridine hydrochloride), FC(C1=CC=CC=2N=C(NC21)S)(F)F (4-trifluoromethyl-2-mercaptobenzimidazole). The solvent is [OH-].[Na+] (sodium hydroxide), C(C)O (ethanol). The product is FC(C1=CC=CC=2NC(=NC21)SCC2=NC=CC(=C2)OC)(F)F (4-Trifluoromethyl-2-[(4-methoxy-2-pyridylmethyl)thio]-(1H)-benzimidazole). RXN SMILES: Cl.Cl[CH2:3][C:4]1[CH:9]=[C:8]([O:10][CH3:11])[CH:7]=[CH:6][N:5]=1.[F:12][C:13]([F:25])([F:24])[C:14]1[C:22]2[NH:21][C:20]([SH:23])=[N:19][C:18]=2[CH:17]=[CH:16][CH:15]=1>C(O)C.[OH-].[Na+]>[F:25][C:13]([F:12])([F:24])[C:14]1[C:22]2[N:21]=[C:20]([S:23][CH2:3][C:4]3[CH:9]=[C:8]([O:10][CH3:11])[CH:7]=[CH:6][N:5]=3)[NH:19][C:18]=2[CH:17]=[CH:16][CH:15]=1 |f:0.1,4.5|. Procedure details: 4.5 g (0.023 mole) of 2-chloromethyl-4-methoxypyridine hydrochloride are added to 5.0 g (0.023 mole) of 4-trifluoromethyl-2-mercaptobenzimidazole, dissolved in 100 ml of ethanol and 23 ml of 2N sodium hydroxide solution, and the obtained mixture is stirred at room temperature for 6 hours. After most of the solvent is stripped off, the residue is extracted with three 50 ml portions of ethyl acetate, the extract is washed with distilled water and dried over sodium sulfate and the solvent is stripp... Product: ClC=1N=CSC1C(=O)O (4-Chloro-thiazole-5-carboxylic Acid). As a reaction SMILES: [Cl:1][C:2]1[N:3]=[CH:4][S:5][C:6]=1[CH:7]=[O:8].CC(=CC)C.C([OH:18])(C)(C)C.[O-]Cl=O.[Na+]>O>[Cl:1][C:2]1[N:3]=[CH:4][S:5][C:6]=1[C:7]([OH:18])=[O:8] |f:3.4|. Run at time 20 minute. The solvent is O (water). Starting materials: ClC=1N=CSC1C=O (4-chloro-thiazole-5-carbaldehyde), CC(C)=CC (2-methyl-2-butene), C(C)(C)(C)O (tertiary butanol), [O-]Cl=O.[Na+] (NaClO2), NaH2PO4. Reported procedure: To a stirring mixture of 10.3 g (69.8 mmol) 4-chloro-thiazole-5-carbaldehyde (Journal of the Chemical Society, Perkins Transactions, 1992, 973-978), 296 ml (2792 mmol) 2-methyl-2-butene, and 200 mL tertiary butanol was added a solution of 50.5 g (558 mmol) NaClO2, 50.2 g (419 mmol) NaH2PO4 in 300 mL of water, dropwise over 20 minutes. The reaction was stirred for 1 hour then concentrated to ⅓ volume via rotary evaporation. The remaining solution was acidified with 6N HCl with rapid stirring. The... Starting materials: C1(CC1)OC1=CC=C(C=N1)O (6-cyclopropoxy-pyridin-3-ol), O[C@@H]1C(NCC1)=O ((S)-3-hydroxy-pyrrolidin-2-one). Yields the product C1C(C1)OC1=CC=C(C=N1)O[C@H]1C(NCC1)=O ((R)-3-[6-(2-Cyclopropoxy)-pyridin-3-yloxy]-pyrrolidin-2-one). RXN SMILES: [CH:1]1([O:4][C:5]2[N:10]=[CH:9][C:8]([OH:11])=[CH:7][CH:6]=2)[CH2:3][CH2:2]1.O[C@H:13]1[CH2:17][CH2:16][NH:15][C:14]1=[O:18]>>[CH2:2]1[CH2:3][CH:1]1[O:4][C:5]1[N:10]=[CH:9][C:8]([O:11][C@@H:13]2[CH2:17][CH2:16][NH:15][C:14]2=[O:18])=[CH:7][CH:6]=1. Procedure details: Typical Procedure 3 was followed. Reaction of 6-cyclopropoxy-pyridin-3-ol and (S)-3-hydroxy-pyrrolidin-2-one provided the title compound. MS ESI+: m/z=235 [M+H]+. Reactants: COC(=O)CC(=O)OC, CC(C)(C)[O-], CS(=O)(=O)OCC1COc2ccc(F)cc21, CN1CCCC1=O, [K+], O. Product: COC(=O)C(CC1COc2ccc(F)cc21)C(=O)OC. As a reaction SMILES: [C:1]([CH2:2][C:3](=[O:4])[O:5][CH3:6])(=[O:7])[O:8][CH3:9].[CH3:10][C:11]([CH3:12])([O-:13])[CH3:14].[CH3:16][S:17]([O:18][CH2:21][CH:22]1[CH2:23][O:24][c:25]2[c:26]1[cH:27][c:28]([F:31])[cH:29][cH:30]2)(=[O:19])=[O:20].[CH3:33][N:34]1[CH2:35][CH2:36][CH2:37][C:38]1=[O:39].[K+:15].[OH2:32]>>[C:1]([CH:2]([C:3](=[O:4])[O:5][CH3:6])[CH2:21][CH:22]1[CH2:23][O:24][c:25]2[c:26]1[cH:27][c:28]([F:31])[cH:29][cH:30]2)(=[O:7])[O:8][CH3:9]. As a reaction SMILES: [Cl:1][C:2]1[CH:7]=[CH:6][CH:5]=[CH:4][C:3]=1[CH:8]([CH:20]1[CH2:24][CH2:23][CH2:22][CH2:21]1)[CH2:9][C:10]([C:12]1[CH:13]=[CH:14][C:15](=[O:19])[N:16]([CH3:18])[CH:17]=1)=O.Cl.[NH2:26][OH:27].C([O-])(O)=O.[Na+]>>[Cl:1][C:2]1[CH:7]=[CH:6][CH:5]=[CH:4][C:3]=1[CH:8]([CH:20]1[CH2:24][CH2:23][CH2:22][CH2:21]1)[CH2:9]/[C:10](/[C:12]1[CH:13]=[CH:14][C:15](=[O:19])[N:16]([CH3:18])[CH:17]=1)=[N:26]\[OH:27] |f:1.2,3.4|. Reported procedure: In analogy to example 151, step 3, 5-[3-(2-chloro-phenyl)-3-cyclopentyl-propionyl]-1-methyl-1H-pyridin-2-one was reacted with hydroxylamine hydrochloride in the presence of NaHCO3 to give the title compound as a colorless solid, MS (ESI+): m/z=359.2 [M+H]+. The product is ClC1=C(C=CC=C1)C(C\C(=N/O)\C=1C=CC(N(C1)C)=O)C1CCCC1 (5-{3-(2-Chloro-phenyl)-3-cyclopentyl-1-[(E)-hydroxyimino]-propyl}-1-methyl-1H-pyridin-2-one). Reactants: ClC1=C(C=CC=C1)C(CC(=O)C=1C=CC(N(C1)C)=O)C1CCCC1 (5-[3-(2-chloro-phenyl)-3-cyclopentyl-propionyl]-1-methyl-1H-pyridin-2-one), Cl.NO (hydroxylamine hydrochloride), C(=O)(O)[O-].[Na+] (NaHCO3). The reactants are C(C)(=O)O (acetic acid), ClC=1C=C(C=C(C1)Cl)C1(CN(CC1)C=1C=C2CCC(C2=CC1)NC(CC)=O)C(F)(F)F (N-{5-[3-(3,5-dichlorophenyl)-3-(trifluoromethyl)pyrrolidin-1-yl]-2,3-dihydro-1H-inden-1-yl}propanamide). Reagents/catalysts: [O-2].[O-2].[Mn+4] (manganese(IV)dioxide). The solvent is C1(=CC=CC=C1)C (toluene). Conditions: temperature 20 celsius, time 12 hour. Product: compound, ClC=1C=C(C=C(C1)Cl)C1(C(N(CC1)C=1C=C2CCC(C2=CC1)NC(CC)=O)=O)C(F)(F)F (N-{5-[3-(3,5-dichlorophenyl)-2-oxo-3-(trifluoromethyl)pyrrolidin-1-yl]-2,3-dihydro-1H-inden-1-yl}propanamide). Reaction SMILES: [Cl:1][C:2]1[CH:3]=[C:4]([C:9]2([C:28]([F:31])([F:30])[F:29])[CH2:13][CH2:12][N:11]([C:14]3[CH:15]=[C:16]4[C:20](=[CH:21][CH:22]=3)[CH:19]([NH:23][C:24](=[O:27])[CH2:25][CH3:26])[CH2:18][CH2:17]4)[CH2:10]2)[CH:5]=[C:6]([Cl:8])[CH:7]=1.C(O)(=[O:34])C>C1(C)C=CC=CC=1.[O-2].[O-2].[Mn+4]>[Cl:1][C:2]1[CH:3]=[C:4]([C:9]2([C:28]([F:30])([F:31])[F:29])[CH2:13][CH2:12][N:11]([C:14]3[CH:15]=[C:16]4[C:20](=[CH:21][CH:22]=3)[CH:19]([NH:23][C:24](=[O:27])[CH2:25][CH3:26])[CH2:18][CH2:17]4)[C:10]2=[O:34])[CH:5]=[C:6]([Cl:8])[CH:7]=1 |f:3.4.5|. Reported procedure: To a solution of 235.7 mg N-{5-[3-(3,5-dichlorophenyl)-3-(trifluoromethyl)pyrrolidin-1-yl]-2,3-dihydro-1H-inden-1-yl}propanamide (0.5 mmol) in 20 ml toluene was added 1304 mg manganese(IV)dioxide (15.0 mmol) and stirred at 20° C. for 12 h. After standing for about 2 d at room temperature 100 μl acetic acid were added and the mixture stirred for 15.5 h. The reaction mixture was filtered through celite-silica gel. The crude product (198 mg) was subjected to silica gel column chromatography yieldin...